This data is from the Open Reaction Database (ORD), a public repository of structured organic reaction records. The task is: describe an organic reaction: reactants, conditions, products, and yield Reactants: solid, FC1=CC=2C(=C3N(C2C(=C1)B1OC(C(O1)(C)C)(C)C)CCNC3=O)C (8-fluoro-10-methyl-6-(4,4,5,5-tetramethyl-[1,3,2]dioxaborolan-2-yl)-3,4-dihydro-2H-pyrazino[1,2-a]indol-1-one), BrC=1SC(=CC1)Cl (2-bromo-5-chlorothiophene). Yields the product ClC1=CC=C(S1)C1=CC(=CC=2C(=C3N(C12)CCNC3=O)C)F (6-(5-Chloro-thiophen-2-yl)-8-fluoro-10-methyl-3,4-dihydro-2H-pyrazino[1,2-a]indol-1-one). RXN SMILES: [F:1][C:2]1[CH:10]=[C:9](B2OC(C)(C)C(C)(C)O2)[C:8]2[N:7]3[CH2:20][CH2:21][NH:22][C:23](=[O:24])[C:6]3=[C:5]([CH3:25])[C:4]=2[CH:3]=1.Br[C:27]1[S:28][C:29]([Cl:32])=[CH:30][CH:31]=1>>[Cl:32][C:29]1[S:28][C:27]([C:9]2[C:8]3[N:7]4[CH2:20][CH2:21][NH:22][C:23](=[O:24])[C:6]4=[C:5]([CH3:25])[C:4]=3[CH:3]=[C:2]([F:1])[CH:10]=2)=[CH:31][CH:30]=1. Reported procedure: The title compound, light brown solid (15 mg, 22%), MS (ISP) m/z=335.4 [(M+H)+], mp 185° C., was prepared in accordance with the general method of example 171, step B from 8-fluoro-10-methyl-6-(4,4,5,5-tetramethyl-[1,3,2]dioxaborolan-2-yl)-3,4-dihydro-2H-pyrazino[1,2-a]indol-1-one (Example 171, step A) (68.8 mg, 0.2 mmol) and commercially available 2-bromo-5-chlorothiophene (59.2 mg, 0.3 mmol). Starting materials: BrC=1C=C2CCN(C2=CC1S(=O)(=O)N1CCCC1)C(C)=O (1-[5-bromo-6-(pyrrolidine-1-sulfonyl)-2,3-dihydro-indol-1-yl]-ethanone), Cl (hydrochloric acid), C(O)([O-])=O.[Na+] (sodium hydrogen carbonate). The solvent is O1CCOCC1 (1,4-dioxane). Conditions: temperature 100 celsius. Yields the product BrC=1C=C2CCNC2=CC1S(=O)(=O)N1CCCC1 (5-Bromo-6-(pyrrolidine-1-sulfonyl)-2,3-dihydro-1H-indole). The yield is 72.7%. RXN SMILES: [Br:1][C:2]1[CH:3]=[C:4]2[C:8](=[CH:9][C:10]=1[S:11]([N:14]1[CH2:18][CH2:17][CH2:16][CH2:15]1)(=[O:13])=[O:12])[N:7](C(=O)C)[CH2:6][CH2:5]2.Cl.C(=O)([O-])O.[Na+]>O1CCOCC1>[Br:1][C:2]1[CH:3]=[C:4]2[C:8](=[CH:9][C:10]=1[S:11]([N:14]1[CH2:18][CH2:17][CH2:16][CH2:15]1)(=[O:12])=[O:13])[NH:7][CH2:6][CH2:5]2 |f:2.3|. Reported procedure: A mixture of 1-[5-bromo-6-(pyrrolidine-1-sulfonyl)-2,3-dihydro-indol-1-yl]-ethanone (0.203 g, 0.54 mmol), concentrated hydrochloric acid (2 mL) and 1,4-dioxane (5 mL) was heated at 100° C. in a sealed vessel for 2 h. The mixture was cooled then neutralised with saturated aqueous sodium hydrogen carbonate and resulting solid collected by filtration to give the title compound (0.13 g, 72%). MS: [M+H]+=331. Starting materials: N1=CC=C(C=C1)/C=C/C1=NN(C2=CC(=CC=C12)[C@@H]1C[C@@]12C(NC1=CC=CC=C21)=O)COCC[Si](C)(C)C ((1R*,2S*)-(E)-2-(3-(2-(pyridin-4-yl)vinyl)-1-((2-(trimethylsilyl)ethoxy) methyl)-1H-indazol-6-yl)spiro[cyclopropane-1,3′-indolin]-2′-one), B(F)(F)F.CCOCC (Boron trifluoride etherate). Solvent: C(Cl)Cl (CH2Cl2). Conditions: temperature 50 celsius, time 2 hour. Product: N1=CC=C(C=C1)/C=C/C1=NNC2=CC(=CC=C12)[C@@H]1C[C@@]12C(NC1=CC=CC=C21)=O ((1R*,2S*)-(E)-2-(3-(2-(pyridin-4-yl)vinyl)-1H-indazol-6-yl)spiro-[cyclo-propane-1,3′-indolin]-2′-one). Yield: 93.8%. RXN SMILES: [N:1]1[CH:6]=[CH:5][C:4](/[CH:7]=[CH:8]/[C:9]2[C:17]3[C:12](=[CH:13][C:14]([C@H:18]4[C@@:20]5([C:28]6[C:23](=[CH:24][CH:25]=[CH:26][CH:27]=6)[NH:22][C:21]5=[O:29])[CH2:19]4)=[CH:15][CH:16]=3)[N:11](COCC[Si](C)(C)C)[N:10]=2)=[CH:3][CH:2]=1.B(F)(F)F.CCOCC>C(Cl)Cl>[N:1]1[CH:6]=[CH:5][C:4](/[CH:7]=[CH:8]/[C:9]2[C:17]3[C:12](=[CH:13][C:14]([C@H:18]4[C@@:20]5([C:28]6[C:23](=[CH:24][CH:25]=[CH:26][CH:27]=6)[NH:22][C:21]5=[O:29])[CH2:19]4)=[CH:15][CH:16]=3)[NH:11][N:10]=2)=[CH:3][CH:2]=1 |f:1.2|. Procedure: A dry-round bottom was charged with (1R*,2S*)-(E)-2-(3-(2-(pyridin-4-yl)vinyl)-1-((2-(trimethylsilyl)ethoxy) methyl)-1H-indazol-6-yl)spiro[cyclopropane-1,3′-indolin]-2′-one (320 mg, 0.62 mmol), and CH2Cl2 (15 mL) under an atmosphere of N2. Boron trifluoride etherate (1 mL) was added dropwise and the reaction was stirred for 2 h. Methylene chloride was removed in vacuo, and then 5 mL of a 2:1 mixture of EtOH/2M HCl was added and the reaction heated to 50° C. for 2 h. The reaction was cooled with ... The reactants are C(CCC)C1=NC2=C(N1C=1C(=C(C(=CC1)C1=CC=CC=C1)C(=O)[O-])C)C=CC(=C2)C(C(C)CC(=O)O)=O (2-n-butyl-5-(2-carboxymethyl-propionyl)-benzimidazol-1-yl(-methyl]biphenyl-2-carboxylate), [OH-].[Na+].C(C)O (sodium hydroxide ethanol). Product: C(CCC)C1=NC2=C(N1CC1=CC=C(C=C1)C=1C(=CC=CC1)C(=O)O)C=CC(=C2)C(C(C)CC(=O)O)=O (4'-[(2-n-Butyl-5-(2-carboxymethyl-propionyl)-benzimidazol-1-yl)-methyl]biphenyl-2-carboxylic acid). Reaction SMILES: [CH2:1]([C:5]1[N:9]([C:10]2[C:11]([CH3:25])=[C:12](C([O-])=O)[C:13](C3C=CC=CC=3)=[CH:14][CH:15]=2)[C:8]2[CH:26]=[CH:27][C:28]([C:30](=[O:37])[CH:31]([CH2:33][C:34]([OH:36])=[O:35])[CH3:32])=[CH:29][C:7]=2[N:6]=1)[CH2:2][CH2:3][CH3:4].[OH-:38].[Na+].[CH2:40]([OH:42])[CH3:41]>>[CH2:1]([C:5]1[N:9]([CH2:10][C:15]2[CH:25]=[CH:11][C:12]([C:4]3[C:41]([C:40]([OH:42])=[O:38])=[CH:5][CH:1]=[CH:2][CH:3]=3)=[CH:13][CH:14]=2)[C:8]2[CH:26]=[CH:27][C:28]([C:30](=[O:37])[CH:31]([CH2:33][C:34]([OH:36])=[O:35])[CH3:32])=[CH:29][C:7]=2[N:6]=1)[CH2:2][CH2:3][CH3:4] |f:1.2.3|. Procedure details: Prepared is analogous manner to Example 72 from methyl 4'-[(2-n-butyl-5-(2-carboxymethyl-propionyl)-benzimidazol-1-yl(-methyl]biphenyl-2-carboxylate and aquous sodium hydroxide/ethanol. The reactants are CN(C=O)C (N,N-dimethylformamide), CN1C(SCC1=O)=O (3-methyl-thiazolidine-2,4-dione), P(=O)(Cl)(Cl)Cl (phosphorus oxychloride). Run at temperature 110 celsius, time 3 hour. The product is ClC=1N(C(SC1C=O)=O)C (4-chloro-3-methyl-2-oxo-2,3-dihydro-thiazole-5-carbaldehyde). Yield: 79.3%. RXN SMILES: [CH3:1][N:2]([CH3:5])[CH:3]=[O:4].CN1[C:11](=[O:12])[CH2:10][S:9]C1=O.P(Cl)(Cl)([Cl:16])=O>>[Cl:16][C:1]1[N:2]([CH3:5])[C:3](=[O:4])[S:9][C:10]=1[CH:11]=[O:12]. Procedure details: At 0° C., N,N-dimethylformamide (2 mL, 27 mmol) was added to a solution of 3-methyl-thiazolidine-2,4-dione (33a) (1.77 g, 13.5 mmol) in phosphorus oxychloride (3.77 mL, 40.5 mmol). The reaction mixture was stirred at 110° C. for 3 hours, cooled to room temperature and quenched with a mixture of ice and ethyl acetate. The organic layer was washed with water (30 mL), brine (30 mL), dried over sodium sulfate, filtered, and evaporated under reduced pressure to give the desired aldehyde (33b) as a ye... Starting materials: [ 22 ], C(C)(=O)OC1=CC(=C2C(=NC=NC2=C1)NC1=C(C=C(C(=C1)OC)Cl)Cl)OC1CCOCC1 (7-acetoxy-4-(2,4-dichloro-5-methoxyanilino)-5-tetrahydropyran-4-yloxyquinazoline), N (ammonia). Product: ClC1=C(NC2=NC=NC3=CC(=CC(=C23)OC2CCOCC2)O)C=C(C(=C1)Cl)OC (4-(2,4-dichloro-5-methoxyanilino)-7-hydroxy-5-tetrahydropyran-4-yloxyquinazoline). Reaction SMILES: C([O:4][C:5]1[CH:14]=[C:13]2[C:8]([C:9]([NH:15][C:16]3[CH:21]=[C:20]([O:22][CH3:23])[C:19]([Cl:24])=[CH:18][C:17]=3[Cl:25])=[N:10][CH:11]=[N:12]2)=[C:7]([O:26][CH:27]2[CH2:32][CH2:31][O:30][CH2:29][CH2:28]2)[CH:6]=1)(=O)C.N>>[Cl:25][C:17]1[CH:18]=[C:19]([Cl:24])[C:20]([O:22][CH3:23])=[CH:21][C:16]=1[NH:15][C:9]1[C:8]2[C:13](=[CH:14][C:5]([OH:4])=[CH:6][C:7]=2[O:26][CH:27]2[CH2:32][CH2:31][O:30][CH2:29][CH2:28]2)[N:12]=[CH:11][N:10]=1. Procedure details: Using an analogous procedure to that described in the last paragraph of Note [22] immediately above, 7-acetoxy-4-(2,4-dichloro-5-methoxyanilino)-5-tetrahydropyran-4-yloxyquinazoline was reacted with a saturated methanolic ammonia solution to give 4-(2,4-dichloro-5-methoxyanilino)-7-hydroxy-5-tetrahydropyran-4-yloxyquinazoline; NMR Spectrum: (DMSOd6) 1.75-1.9 (m, 2H), 2.18 (d, 2H), 3.52 (t, 2H), 3.9 (s, 3H), 3.95 (m, 2H), 4.95 (m, 1H), 6.7 (d, 1H), 6.82 (d, 1H), 7.7 (s, 1H), 8.35 (s, 1H), 8.42 (s... Starting materials: Cl.COC(CCC1=CC(=CC=C1)CN)=O (3-(3-aminomethyl-phenyl)-propionic acid methyl ester hydrochloride salt), O1COC2=C1C=CC(=C2)C=O (benzo[1,3]dioxole-5-carbaldehyde), imine. Run in CO (MeOH). The product is COC(CCC1=CC(=CC=C1)CNCC1=CC2=C(OCO2)C=C1)=O (3-(3-{[(Benzo[1,3]dioxol-5-ylmethyl)-amino]-methyl}-phenyl)-propionic acid methyl ester). Reaction SMILES: Cl.[CH3:2][O:3][C:4](=[O:15])[CH2:5][CH2:6][C:7]1[CH:12]=[CH:11][CH:10]=[C:9]([CH2:13][NH2:14])[CH:8]=1.[O:16]1[C:20]2[CH:21]=[CH:22][C:23]([CH:25]=O)=[CH:24][C:19]=2[O:18][CH2:17]1>CO>[CH3:2][O:3][C:4](=[O:15])[CH2:5][CH2:6][C:7]1[CH:12]=[CH:11][CH:10]=[C:9]([CH2:13][NH:14][CH2:25][C:23]2[CH:22]=[CH:21][C:20]3[O:16][CH2:17][O:18][C:19]=3[CH:24]=2)[CH:8]=1 |f:0.1|. Procedure: The title compound of Step A was prepared from 3-(3-aminomethyl-phenyl)-propionic acid methyl ester hydrochloride salt, of Preparation 44, and benzo[1,3]dioxole-5-carbaldehyde using the method described in Example 1, Step A except the imine was formed in MeOH at reflux over 4 h. 1H NMR (400 MHz, CDCl3) δ 7.27-6.74 (m, 7H), 5.90 (s, 2H), 3.77 (s, 2H), 3.71 (s, 2H), 3.64 (s, 3H), 2.92 (t, 2H), 2.62 (t, 2H); MS 328 (M+1). The reactants are ClC1=CC=C(CN2C(=CC3=CC=CC=C23)C(=O)N2CCC(CC2)C(=O)O)C=C1 (1-(1-(4-chlorobenzyl)-1H-indole-2-carbonyl)piperidine-4-carboxylic acid), C(C)N=C=NCCCN(C)C (1-ethyl-3-(3-dimethylaminopropyl) carbodiimide), ON1N=NC2=C1C=CC=C2 (1-Hydroxybenzotriazole), C(C)(C)N(C(C)C)CC (N,N-Diisopropylethylamine), ClC=1C=C(C=CC1)CN ((3-chlorophenyl)methanamine). Run in O (water), C(C)(=O)OCC (ethyl acetate), C(Cl)Cl (DCM), C(Cl)Cl (DCM). Reaction conditions: time 8 hour. Yields the product ClC=1C=C(CNC(=O)C2CCN(CC2)C(=O)C=2N(C3=CC=CC=C3C2)CC2=CC=C(C=C2)Cl)C=CC1 (N-(3-chlorobenzyl)-1-(1-(4-chlorobenzyl)-1H-indole-2-carbonyl)piperidine-4-carboxamide). RXN SMILES: [Cl:1][C:2]1[CH:28]=[CH:27][C:5]([CH2:6][N:7]2[C:15]3[C:10](=[CH:11][CH:12]=[CH:13][CH:14]=3)[CH:9]=[C:8]2[C:16]([N:18]2[CH2:23][CH2:22][CH:21]([C:24]([OH:26])=O)[CH2:20][CH2:19]2)=[O:17])=[CH:4][CH:3]=1.C(N=C=NCCCN(C)C)C.ON1C2C=CC=CC=2N=N1.C(N(CC)C(C)C)(C)C.[Cl:59][C:60]1[CH:61]=[C:62]([CH2:66][NH2:67])[CH:63]=[CH:64][CH:65]=1>C(Cl)Cl.O.C(OCC)(=O)C>[Cl:59][C:60]1[CH:61]=[C:62]([CH:63]=[CH:64][CH:65]=1)[CH2:66][NH:67][C:24]([CH:21]1[CH2:20][CH2:19][N:18]([C:16]([C:8]2[N:7]([CH2:6][C:5]3[CH:4]=[CH:3][C:2]([Cl:1])=[CH:28][CH:27]=3)[C:15]3[C:10]([CH:9]=2)=[CH:11][CH:12]=[CH:13][CH:14]=3)=[O:17])[CH2:23][CH2:22]1)=[O:26]. Procedure: 1-(1-(4-chlorobenzyl)-1H-indole-2-carbonyl)piperidine-4-carboxylic acid (336 mg, 0.847 mmol), 1-ethyl-3-(3-dimethylaminopropyl) carbodiimide (203 mg, 1.509 mmol), and 1-Hydroxybenzotriazole (143 mg, 1.059 mmol) were dissolved in 2.0 mL of DCM. The reaction was allowed to stir for 10 minutes before N,N-Diisopropylethylamine (185 μL, 1.059 mmol) and (3-chlorophenyl)methanamine (100 mg, 0.706 mmol) were added as a 1.0 mL DCM solution. The reaction was allowed to stir overnight. The reaction was dil...